Dataset: the Open Reaction Database (ORD), a public repository of structured organic reaction records. Task: describe an organic reaction: reactants, conditions, products, and yield Starting materials: C(C)(C)(C)OC(=O)N1CCC(CC1)OC1=C(C=CC(=C1)F)Cl (4-(2-chloro-5-fluoro-phenoxy)-piperidine-1-carboxylic acid tert-butyl ester), Cl (HCl). The solvent is C(C)(=O)OCC (ethyl acetate). The product is Cl.ClC1=C(OC2CCNCC2)C=C(C=C1)F (4-(2-Chloro-5-fluoro-phenoxy)-piperidine hydrochloride). As a reaction SMILES: C(OC([N:8]1[CH2:13][CH2:12][CH:11]([O:14][C:15]2[CH:20]=[C:19]([F:21])[CH:18]=[CH:17][C:16]=2[Cl:22])[CH2:10][CH2:9]1)=O)(C)(C)C.Cl>C(OCC)(=O)C>[ClH:22].[Cl:22][C:16]1[CH:17]=[CH:18][C:19]([F:21])=[CH:20][C:15]=1[O:14][CH:11]1[CH2:10][CH2:9][NH:8][CH2:13][CH2:12]1 |f:3.4|. Procedure: To a stirred solution of 2-chloro-5-fluorophenol (6 g, 0.0413 mole) in DMF (20 mL) was added cesium carbonate (26.89 g, 0.00827 mole) followed by 4-methanesulfonyloxy-piperidine-1-carboxylic acid tert-butyl ester (11.54 g, 0.04137 mole). The reaction mixture was heated at 80° C. for overnight. The mixture was then diluted with water and the product was extracted with ethyl acetate. The ethyl acetate layer was washed with brine solution, dried over sodium sulfate, and concentrated under reduced p... The reactants are OB(O)O, CCCCCO, Cc1ccccc1, CC(Oc1ccc(O)cc1)C(=O)O, O=S(=O)(O)O. Product: CCCCCOC(=O)C(C)Oc1ccc(O)cc1. As a reaction SMILES: [B:25]([OH:26])([OH:27])[OH:28].[CH2:14]([CH2:15][CH2:16][CH2:17][CH3:18])[OH:19].[CH3:29][c:30]1[cH:31][cH:32][cH:33][cH:34][cH:35]1.[OH:1][c:2]1[cH:3][cH:4][c:5]([O:6][CH:7]([C:8](=[O:9])[OH:10])[CH3:11])[cH:12][cH:13]1.[S:20](=[O:21])(=[O:22])([OH:23])[OH:24]>>[OH:1][c:2]1[cH:3][cH:4][c:5]([O:6][CH:7]([C:8](=[O:9])[O:10][CH2:14][CH2:15][CH2:16][CH2:17][CH3:18])[CH3:11])[cH:12][cH:13]1. The reactants are C=CCCCCN(C)C(=O)N1CCC(O)CC1C(=O)OC, Cl, [Li+], C1CCOC1, [OH-], O. Product: C=CCCCCN(C)C(=O)N1CCC(O)CC1C(=O)O. RXN SMILES: [CH3:1][O:2][C:3](=[O:4])[CH:5]1[N:6]([C:12]([N:13]([CH3:14])[CH2:15][CH2:16][CH2:17][CH2:18][CH:19]=[CH2:20])=[O:21])[CH2:7][CH2:8][CH:9]([OH:11])[CH2:10]1.[ClH:24].[Li+:23].[O:25]1[CH2:26][CH2:27][CH2:28][CH2:29]1.[OH-:22].[OH2:30]>>[O:2]=[C:3]([OH:4])[CH:5]1[N:6]([C:12]([N:13]([CH3:14])[CH2:15][CH2:16][CH2:17][CH2:18][CH:19]=[CH2:20])=[O:21])[CH2:7][CH2:8][CH:9]([OH:11])[CH2:10]1.